Dataset: the Open Reaction Database (ORD), a public repository of structured organic reaction records. Task: describe an organic reaction: reactants, conditions, products, and yield As a reaction SMILES: [CH2:25]1[NH:26][CH2:27][c:28]2[cH:29][cH:30][cH:31][cH:32][c:33]21.[F:1][c:2]1[c:3]([C:22](=[O:23])[OH:24])[n:4][cH:5][cH:6][c:7]1[S:8][c:9]1[cH:10][n:11][c:12]([NH:14][c:15]2[n:16][cH:17][cH:18][c:19]([CH3:21])[cH:20]2)[s:13]1>>[F:1][c:2]1[c:3]([C:22](=[O:24])[N:26]2[CH2:25][c:33]3[c:28]([cH:29][cH:30][cH:31][cH:32]3)[CH2:27]2)[n:4][cH:5][cH:6][c:7]1[S:8][c:9]1[cH:10][n:11][c:12]([NH:14][c:15]2[n:16][cH:17][cH:18][c:19]([CH3:21])[cH:20]2)[s:13]1. Yields the product Cc1ccnc(Nc2ncc(Sc3ccnc(C(=O)N4Cc5ccccc5C4)c3F)s2)c1. Starting materials: c1ccc2c(c1)CNC2, Cc1ccnc(Nc2ncc(Sc3ccnc(C(=O)O)c3F)s2)c1. Reactants: [N+](=O)([O-])C1=CN=C(N1CCN1CCOCC1)C (5-nitro-2-methyl-1-(2-morpholinoethyl)-imidazole), CN(C)C(OC(C)(C)C)N(C)C (bis-dimethylaminotert.-butoxymethane). Solvent: CN(C=O)C (dimethylformamide). Product: [N+](=O)([O-])C1=CN=C(N1CCN1CCOCC1)C=CN(C)C (5-nitro-1-(2-morpholinoethyl)-2-(2-dimethylaminovinyl)-imidazole). As a reaction SMILES: [N+:1]([C:4]1[N:8]([CH2:9][CH2:10][N:11]2[CH2:16][CH2:15][O:14][CH2:13][CH2:12]2)[C:7]([CH3:17])=[N:6][CH:5]=1)([O-:3])=[O:2].[CH3:18][N:19]([CH:21](N(C)C)OC(C)(C)C)[CH3:20]>CN(C)C=O>[N+:1]([C:4]1[N:8]([CH2:9][CH2:10][N:11]2[CH2:12][CH2:13][O:14][CH2:15][CH2:16]2)[C:7]([CH:17]=[CH:18][N:19]([CH3:21])[CH3:20])=[N:6][CH:5]=1)([O-:3])=[O:2]. Procedure details: 2.4 g. (0.01 mole) of 5-nitro-2-methyl-1-(2-morpholinoethyl)-imidazole and 2.1 g. (0.012 mole) of bis-dimethylaminotert.-butoxymethane were heated in 9 ml. of dimethylformamide to 130° C. for 60 minutes. After removal of the solvent by evaporation, the residue was crystallized with isopropanol; m.p. 105°-106° C. The reactants are ClC1=CC=C(C=C1)[C@@H]1N=C(N([C@@H]1C1=CC=C(C=C1)Cl)C(=O)Cl)C1=C(C=C(C=C1)C(C)(C)C#N)OCC ((4S,5R)-4,5-bis-(4-chloro-phenyl)-2-[4-(cyano-dimethyl-methyl)-2-ethoxy-phenyl]-4,5-dihydro-imidazole-1-carbonyl chloride), COCCN(C(CN1CCNCC1)=O)CCOC (N,N-bis-(2-methoxy-ethyl)-2-piperazin-1-yl-acetamide). Product: ClC1=CC=C(C=C1)[C@@H]1N=C(N([C@@H]1C1=CC=C(C=C1)Cl)C(=O)N1CCN(CC1)CC(=O)N(CCOC)CCOC)C1=C(C=C(C=C1)C(C)(C)C#N)OCC (2-(4-{(4S,5R)-4,5-Bis-(4-chloro-phenyl)-2-[4-(cyano-dimethyl-methyl)-2-ethoxy-phenyl]-4,5-dihydro-imidazole-1-carbonyl}-piperazin-1-yl)-N,N-bis-(2-methoxy-ethyl)-acetamide). Procedure: 2-(4-{(4S,5R)-4,5-Bis-(4-chloro-phenyl)-2-[4-(cyano-dimethyl-methyl)-2-ethoxy-phenyl]-4,5-dihydro-imidazole-1-carbonyl}-piperazin-1-yl)-N,N-bis-(2-methoxy-ethyl)-acetamide was prepared from (4S,5R)-4,5-bis-(4-chloro-phenyl)-2-[4-(cyano-dimethyl-methyl)-2-ethoxy-phenyl]-4,5-dihydro-imidazole-1-carbonyl chloride (example 12j) and N,N-bis-(2-methoxy-ethyl)-2-piperazin-1-yl-acetamide (example 16) in an analogous manner as described in example 25. LR-MS: 763.4 [(M+H)+] RXN SMILES: [Cl:1][C:2]1[CH:7]=[CH:6][C:5]([C@H:8]2[C@@H:12]([C:13]3[CH:18]=[CH:17][C:16]([Cl:19])=[CH:15][CH:14]=3)[N:11]([C:20](Cl)=[O:21])[C:10]([C:23]3[CH:28]=[CH:27][C:26]([C:29]([C:32]#[N:33])([CH3:31])[CH3:30])=[CH:25][C:24]=3[O:34][CH2:35][CH3:36])=[N:9]2)=[CH:4][CH:3]=1.[CH3:37][O:38][CH2:39][CH2:40][N:41]([CH2:51][CH2:52][O:53][CH3:54])[C:42](=[O:50])[CH2:43][N:44]1[CH2:49][CH2:48][NH:47][CH2:46][CH2:45]1>>[Cl:1][C:2]1[CH:3]=[CH:4][C:5]([C@H:8]2[C@@H:12]([C:13]3[CH:14]=[CH:15][C:16]([Cl:19])=[CH:17][CH:18]=3)[N:11]([C:20]([N:47]3[CH2:48][CH2:49][N:44]([CH2:43][C:42]([N:41]([CH2:40][CH2:39][O:38][CH3:37])[CH2:51][CH2:52][O:53][CH3:54])=[O:50])[CH2:45][CH2:46]3)=[O:21])[C:10]([C:23]3[CH:28]=[CH:27][C:26]([C:29]([C:32]#[N:33])([CH3:30])[CH3:31])=[CH:25][C:24]=3[O:34][CH2:35][CH3:36])=[N:9]2)=[CH:6][CH:7]=1. Starting materials: C[Si](C)(C)OS(=O)(=O)C(F)(F)F (Trifluoromethane sulphonic acid trimethylsilyl ester), CN(C1(CCC(CC1)(O)CCCC1=CNC2=CC=CC=C12)C1=CC=CC=C1)C (4-dimethylamino-1-[3-(1H-indol-3-yl)propyl]-4-phenylcyclohexanol). Run in ClCCl (dichloromethane), ClCCl (dichloromethane). Run at time 14 day. Yields the product CN(C1(CCC2(CC1)CCCC=1C3=CC=CC=C3NC12)C1=CC=CC=C1)C (N,N-dimethyl-4′-phenyl-2,3,4,9-tetrahydrospiro[carbazole-1,1′-cyclohexane]-4′-amine). As a reaction SMILES: C[Si](OS(C(F)(F)F)(=O)=O)(C)C.[CH3:13][N:14]([CH3:40])[C:15]1([C:34]2[CH:39]=[CH:38][CH:37]=[CH:36][CH:35]=2)[CH2:20][CH2:19][C:18]([CH2:22][CH2:23][CH2:24][C:25]2[C:33]3[C:28](=[CH:29][CH:30]=[CH:31][CH:32]=3)[NH:27][CH:26]=2)(O)[CH2:17][CH2:16]1>ClCCl>[CH3:13][N:14]([CH3:40])[C:15]1([C:34]2[CH:39]=[CH:38][CH:37]=[CH:36][CH:35]=2)[CH2:20][CH2:19][C:18]2([C:26]3[NH:27][C:28]4[C:33](=[CH:32][CH:31]=[CH:30][CH:29]=4)[C:25]=3[CH2:24][CH2:23][CH2:22]2)[CH2:17][CH2:16]1. Procedure: Trifluoromethane sulphonic acid trimethylsilyl ester (755 mg, 617 μL, 3.4 mmol) was added to a suspension of 4-dimethylamino-1-[3-(1H-indol-3-yl)propyl]-4-phenylcyclohexanol (320 mg, 0.85 mmol) in absolute dichloromethane (20 mL), wherein a clear brown solution formed that was stirred for 14 d at room temperature. The reaction solution was then diluted with dichloromethane (10 mL), washed with 1 N sodium carbonate solution (2×10 mL), water and saturated sodium chloride solution (10 mL each), dri... Reactants: FC(C=1C=C(C(=O)N2[C@@H](CN(CC2)CCCC(C)=O)CC2=CNC3=CC=CC=C23)C=C(C1)C(F)(F)F)(F)F ((2R)-1-[3,5-bis(trifluoromethyl)benzoyl]-2-(1H-indol-3-ylmethyl)-4-(4-pentanon-1-yl)piperazine), C(=C)C(=O)C (methyl vinyl ketone). Solvent: C1(=CC=CC=C1)C (toluene). The product is FC(C=1C=C(C(=O)N2[C@@H](CN(CC2)CCC(C)=O)CC2=CNC3=CC=CC=C23)C=C(C1)C(F)(F)F)(F)F ((2R)-1-[3,5-bis(trifluoromethyl)-benzoyl]-2-(1H-indol-3-ylmethyl)-4-(3-butanon-1-yl)piperazine). RXN SMILES: [F:1][C:2]([F:38])([F:37])[C:3]1[CH:4]=[C:5]([CH:30]=[C:31]([C:33]([F:36])([F:35])[F:34])[CH:32]=1)[C:6]([N:8]1[CH2:13][CH2:12][N:11]([CH2:14]CCC(=O)C)[CH2:10][C@H:9]1[CH2:20][C:21]1[C:29]2[C:24](=[CH:25][CH:26]=[CH:27][CH:28]=2)[NH:23][CH:22]=1)=[O:7].[CH:39]([C:41]([CH3:43])=[O:42])=C>C1(C)C=CC=CC=1>[F:35][C:33]([F:36])([F:34])[C:31]1[CH:30]=[C:5]([CH:4]=[C:3]([C:2]([F:38])([F:1])[F:37])[CH:32]=1)[C:6]([N:8]1[CH2:13][CH2:12][N:11]([CH2:14][CH2:39][C:41](=[O:42])[CH3:43])[CH2:10][C@H:9]1[CH2:20][C:21]1[C:29]2[C:24](=[CH:25][CH:26]=[CH:27][CH:28]=2)[NH:23][CH:22]=1)=[O:7]. Reported procedure: To a solution of (2R)-1-[3,5-bis(trifluoromethyl)benzoyl]-2-(1H-indol-3-ylmethyl)-4-(4-pentanon-1-yl)piperazine (1.37 g) in toluene (15 mL) was added drop-wise methyl vinyl ketone (0.3 g). After 2.5 h at room temperature the solution was concentrated to afford crude (2R)-1-[3,5-bis(trifluoromethyl)-benzoyl]-2-(1H-indol-3-ylmethyl)-4-(3-butanon-1-yl)piperazine which was used as such. Rf 0.55 (CH2Cl2/MeOH 95/5). As a reaction SMILES: [CH3:1][O:2][CH:3]([O:16][CH3:17])[CH2:4][NH:5][CH2:6][C:7]1[CH:12]=[C:11]([F:13])[C:10]([F:14])=[C:9]([F:15])[CH:8]=1.COC(OC)CN(CC1C=CC(F)=CC=1)[S:23]([C:26]1[CH:31]=[CH:30][C:29]([CH3:32])=[CH:28][CH:27]=1)(=[O:25])=[O:24]>>[CH3:17][O:16][CH:3]([O:2][CH3:1])[CH2:4][N:5]([CH2:6][C:7]1[CH:8]=[C:9]([F:15])[C:10]([F:14])=[C:11]([F:13])[CH:12]=1)[S:23]([C:26]1[CH:31]=[CH:30][C:29]([CH3:32])=[CH:28][CH:27]=1)(=[O:25])=[O:24]. Yields the product COC(CN(S(=O)(=O)C1=CC=C(C=C1)C)CC1=CC(=C(C(=C1)F)F)F)OC (N-(2,2-Dimethoxy-ethyl)-4-methyl-N-(3,4,5-trifluoro-benzyl)-benzene-sulfonamide). Reported procedure: Starting from (2,2-Dimethoxy-ethyl)-(3,4,5-trifluoro-benzyl)-amine (99), the title compound was prepared following the method described for N-(2,2-dimethoxy-ethyl)-N-(4-fluoro-benzyl)-4-methyl-benzene-sulfonamide (4). Rt=1.76 min (Method #4). Detected mass: 372.1 (M+H+). The reactants are COC(CNCC1=CC(=C(C(=C1)F)F)F)OC ((2,2-Dimethoxy-ethyl)-(3,4,5-trifluoro-benzyl)-amine), COC(CN(S(=O)(=O)C1=CC=C(C=C1)C)CC1=CC=C(C=C1)F)OC (N-(2,2-Dimethoxy-ethyl)-N-(4-fluoro-benzyl)-4-methyl-benzene-sulfonamide). The reactants are COc1ccc(Cn2ccc3cc(F)c(Br)cc3c2=O)cc1, Cc1ccccc1, [K+], [K+], O=C([O-])[O-], OB(O)c1ccccc1. Product: COc1ccc(Cn2ccc3cc(F)c(-c4ccccc4)cc3c2=O)cc1. RXN SMILES: [Br:1][c:2]1[c:3]([F:22])[cH:4][c:5]2[cH:6][cH:7][n:8]([CH2:13][c:14]3[cH:15][cH:16][c:17]([O:20][CH3:21])[cH:18][cH:19]3)[c:9](=[O:12])[c:10]2[cH:11]1.[CH3:38][c:39]1[cH:40][cH:41][cH:42][cH:43][cH:44]1.[K+:23].[K+:24].[O-:25][C:26]([O-:27])=[O:28].[OH:29][B:30]([OH:31])[c:32]1[cH:33][cH:34][cH:35][cH:36][cH:37]1>>[c:2]1(-[c:32]2[cH:33][cH:34][cH:35][cH:36][cH:37]2)[c:3]([F:22])[cH:4][c:5]2[cH:6][cH:7][n:8]([CH2:13][c:14]3[cH:15][cH:16][c:17]([O:20][CH3:21])[cH:18][cH:19]3)[c:9](=[O:12])[c:10]2[cH:11]1. The reactants are CC#N, ClCc1ccccc1, N#C[Na]. The product is N#CCc1ccccc1. Reaction SMILES: [CH3:12][C:13]#[N:14].[Cl:1][CH2:2][c:3]1[cH:4][cH:5][cH:6][cH:7][cH:8]1.[Na:9][C:10]#[N:11]>>[CH2:2]([c:3]1[cH:4][cH:5][cH:6][cH:7][cH:8]1)[C:10]#[N:11]. Starting materials: C(C)NCCNCC (N,N'-diethylethylenediamine), C1(=CC=CC=C1)C(C1=CC=CC=C1)Cl (diphenylmethyl chloride). The product is C1(=CC=CC=C1)C(N(CCNCC)CC)C1=CC=CC=C1 (N-diphenylmethyl-N,N'-diethylethylenediamine). The yield is 41.3%. Reaction SMILES: [CH2:1]([NH:3][CH2:4][CH2:5][NH:6][CH2:7][CH3:8])[CH3:2].[C:9]1([CH:15](Cl)[C:16]2[CH:21]=[CH:20][CH:19]=[CH:18][CH:17]=2)[CH:14]=[CH:13][CH:12]=[CH:11][CH:10]=1>>[C:9]1([CH:15]([C:16]2[CH:21]=[CH:20][CH:19]=[CH:18][CH:17]=2)[N:3]([CH2:1][CH3:2])[CH2:4][CH2:5][NH:6][CH2:7][CH3:8])[CH:14]=[CH:13][CH:12]=[CH:11][CH:10]=1. Procedure details: Reaction and treatment were carried out using 21 g of N,N'-diethylethylenediamine and 7.3 g of diphenylmethyl chloride in accordance with the same procedure as in Example 3-(a), in order to obtain 4.2 g of N-diphenylmethyl-N,N'-diethylethylenediamine. The reactants are BrC1=C(C=CC(=C1)[N+](=O)[O-])F (2-bromo-1-fluoro-4-nitro-benzene), CN(CCN)C (N,N-dimethyl-ethylenediamine). Product: CN(CCNC1=C(C=C(C=C1)[N+](=O)[O-])Br)C (4-[N-(2-dimethylamino-ethyl)-amino]-3-bromo-nitrobenzene). RXN SMILES: [Br:1][C:2]1[CH:7]=[C:6]([N+:8]([O-:10])=[O:9])[CH:5]=[CH:4][C:3]=1F.[CH3:12][N:13]([CH3:17])[CH2:14][CH2:15][NH2:16]>>[CH3:12][N:13]([CH3:17])[CH2:14][CH2:15][NH:16][C:3]1[CH:4]=[CH:5][C:6]([N+:8]([O-:10])=[O:9])=[CH:7][C:2]=1[Br:1]. Procedure details: Prepared from 2-bromo-1-fluoro-4-nitro-benzene and N,N-dimethyl-ethylenediamine